This data is from the Open Reaction Database (ORD), a public repository of structured organic reaction records. The task is: describe an organic reaction: reactants, conditions, products, and yield The reactants are CC(=O)[O-], CC(=O)[O-], Cc1ccc(B(O)O)cc1, O=C(c1ccc2[nH]c(C(=O)N3CCS(=O)(=O)CC3)cc2c1)N1CCN(C2CCCC2)CC1, ClCCl, [Cu+2], c1ccncc1. Yields the product Cc1ccc(-n2c(C(=O)N3CCS(=O)(=O)CC3)cc3cc(C(=O)N4CCN(C5CCCC5)CC4)ccc32)cc1. Reaction SMILES: [C:52]([O-:53])(=[O:54])[CH3:55].[C:57]([O-:58])(=[O:59])[CH3:60].[CH3:33][c:34]1[cH:35][cH:36][c:37]([B:40]([OH:41])[OH:42])[cH:38][cH:39]1.[CH:1]1([N:6]2[CH2:7][CH2:8][N:9]([C:12](=[O:13])[c:14]3[cH:15][c:16]4[cH:17][c:18]([C:23](=[O:24])[N:25]5[CH2:26][CH2:27][S:28](=[O:31])(=[O:32])[CH2:29][CH2:30]5)[nH:19][c:20]4[cH:21][cH:22]3)[CH2:10][CH2:11]2)[CH2:2][CH2:3][CH2:4][CH2:5]1.[Cl:49][CH2:50][Cl:51].[Cu+2:56].[cH:43]1[cH:44][cH:45][n:46][cH:47][cH:48]1>>[CH:1]1([N:6]2[CH2:7][CH2:8][N:9]([C:12](=[O:13])[c:14]3[cH:15][c:16]4[cH:17][c:18]([C:23](=[O:24])[N:25]5[CH2:26][CH2:27][S:28](=[O:31])(=[O:32])[CH2:29][CH2:30]5)[n:19](-[c:37]5[cH:36][cH:35][c:34]([CH3:33])[cH:39][cH:38]5)[c:20]4[cH:21][cH:22]3)[CH2:10][CH2:11]2)[CH2:2][CH2:3][CH2:4][CH2:5]1. The reactants are COC(=O)C1=CC2=C(S1)C=C(C=C2)C(=O)OC (benzo[b]thiophene-2,6-dicarboxylic acid dimethyl ester), NO (NH2OH). The solvent is CC(=O)N(C)C.CO (DMA MeOH). Product: COC(=O)C=1C=CC2=C(SC(=C2)C(NO)=O)C1 (2-Hydroxycarbamoyl-benzo[b]thiophene-6-carboxylic acid methyl ester). Reaction SMILES: C[O:2][C:3]([C:5]1[S:9][C:8]2[CH:10]=[C:11]([C:14]([O:16][CH3:17])=[O:15])[CH:12]=[CH:13][C:7]=2[CH:6]=1)=O.[NH2:18][OH:19]>CC(N(C)C)=O.CO>[CH3:17][O:16][C:14]([C:11]1[CH:12]=[CH:13][C:7]2[CH:6]=[C:5]([C:3](=[O:2])[NH:18][OH:19])[S:9][C:8]=2[CH:10]=1)=[O:15] |f:2.3|. Procedure details: To a solution of benzo[b]thiophene-2,6-dicarboxylic acid dimethyl ester (115 mg, 0.46 mmol) in DMA/MeOH (3/1 mL) NH2OH (50% aq., 1.5 mL). The solution was stilted until the disappearance of starting material as indicated by LC/MS. After removal of solvent, MeOH/H2O was added until a precipitate forms. The solid was filtered yielding the desired material. 1H NMR (DMSO-d6) δ 11.57 (br s, 1H), 9.36 (br s, 1H), 8.67 (s, 1H), 8.05-7.87 (m, 3H), 3.87 (s, 3H). MS (EI): cal'd (MH+) 252.07, exp (MH+), 25... Reactants: O=C([O-])[O-], CCO, [K+], [K+], CCOC(=O)c1ccccc1N, O, Cn1nc(-c2ccccc2)c(CCl)c1Cl. The product is CCOC(=O)c1ccccc1NCc1c(-c2ccccc2)nn(C)c1Cl. As a reaction SMILES: [C:28](=[O:29])([O-:30])[O-:31].[CH3:35][CH2:36][OH:37].[K+:32].[K+:33].[NH2:16][c:17]1[c:18]([C:19](=[O:20])[O:21][CH2:22][CH3:23])[cH:24][cH:25][cH:26][cH:27]1.[OH2:34].[c:1]1(-[c:7]2[n:8][n:9]([CH3:15])[c:10]([Cl:14])[c:11]2[CH2:12][Cl:13])[cH:2][cH:3][cH:4][cH:5][cH:6]1>>[c:1]1(-[c:7]2[n:8][n:9]([CH3:15])[c:10]([Cl:14])[c:11]2[CH2:12][NH:16][c:17]2[c:18]([C:19](=[O:20])[O:21][CH2:22][CH3:23])[cH:24][cH:25][cH:26][cH:27]2)[cH:2][cH:3][cH:4][cH:5][cH:6]1. Reactants: COC(=O)c1cc(OCc2nc(-c3ccccc3)oc2C)no1, CC(C)C[AlH]CC(C)C, Cl, C1CCOC1. The product is Cc1oc(-c2ccccc2)nc1COc1cc(CO)on1. Reaction SMILES: [CH3:10][c:11]1[c:12]([CH2:22][O:23][c:24]2[n:25][o:26][c:27]([C:29](=[O:30])[O:31][CH3:32])[cH:28]2)[n:13][c:14](-[c:16]2[cH:17][cH:18][cH:19][cH:20][cH:21]2)[o:15]1.[CH3:1][CH:2]([CH2:3][AlH:4][CH2:5][CH:6]([CH3:7])[CH3:8])[CH3:9].[ClH:33].[O:34]1[CH2:35][CH2:36][CH2:37][CH2:38]1>>[CH3:10][c:11]1[c:12]([CH2:22][O:23][c:24]2[n:25][o:26][c:27]([CH2:29][OH:30])[cH:28]2)[n:13][c:14](-[c:16]2[cH:17][cH:18][cH:19][cH:20][cH:21]2)[o:15]1. The reactants are O=C(Cl)CCc1ccc(Cl)cc1, NCC(=O)O, [Na+], C1COCCO1, [OH-], O. Product: O=C(O)CNC(=O)CCc1ccc(Cl)cc1. Reaction SMILES: [Cl:9][c:10]1[cH:11][cH:12][c:13]([CH2:16][CH2:17][C:18](=[O:19])[Cl:20])[cH:14][cH:15]1.[NH2:4][CH2:5][C:6]([OH:7])=[O:8].[Na+:2].[O:21]1[CH2:22][CH2:23][O:24][CH2:25][CH2:26]1.[OH-:1].[OH2:3]>>[NH:4]([CH2:5][C:6]([OH:7])=[O:8])[C:18]([CH2:17][CH2:16][c:13]1[cH:12][cH:11][c:10]([Cl:9])[cH:15][cH:14]1)=[O:19]. Starting materials: N1CCC2(CC1)OC(C1=CC=CC=C12)=O (1,3-dihydrospiro[isobenzofuran-1,4'-piperidine]-3-one), C([O-])(O)=O.[Na+] (sodium bicarbonate), C(C=C)Br (allyl bromide). The solvent is C(Cl)(Cl)Cl (chloroform). Yields the product C(C=C)N1CCC2(CC1)OC(C1=CC=CC=C12)=O (1'-Allyl-1,3-dihydrospiro[isobenzofuran-1,4'-piperidine]3-one). RXN SMILES: [NH:1]1[CH2:6][CH2:5][C:4]2([C:14]3[C:9](=[CH:10][CH:11]=[CH:12][CH:13]=3)[C:8](=[O:15])[O:7]2)[CH2:3][CH2:2]1.C(=O)(O)[O-].[Na+].[CH2:21](Br)[CH:22]=[CH2:23]>C(Cl)(Cl)Cl>[CH2:23]([N:1]1[CH2:6][CH2:5][C:4]2([C:14]3[C:9](=[CH:10][CH:11]=[CH:12][CH:13]=3)[C:8](=[O:15])[O:7]2)[CH2:3][CH2:2]1)[CH:22]=[CH2:21] |f:1.2|. Procedure: A mixture of 1.02 g. of 1,3-dihydrospiro[isobenzofuran-1,4'-piperidine]-3-one, 1.0 g. of sodium bicarbonate, 10 ml. of chloroform, and 0.60 g. of allyl bromide is stirred at room temperature for 24 hours and filtered. The filtrate is washed with water, dried over potassium caarbonate, and concentrated to an oily solid. Starting materials: O1CCOCC1 (dioxan), Cl (hydrochloric acid), FC(C=1C=C(C=CC1)NCC(=O)O)(F)F ([3-(trifluoromethyl)phenyl]-glycine), C(=O)(OC(C)(C)C)OC(=O)[O-] (tert.-butyl dicarbonate). The solvent is C(O)([O-])=O.[Na+] (sodium hydrogen carbonate), C(C)#N (acetonitrile). Reaction conditions: time 8 hour. Yields the product C(C)(C)(C)OC(=O)N(CC(=O)O)C1=CC(=CC=C1)C(F)(F)F (N-tert.-butoxycarbonyl-[3-(trifluoromethyl)phenyl]-glycine). As a reaction SMILES: [F:1][C:2]([F:15])([F:14])[C:3]1[CH:4]=[C:5]([NH:9][CH2:10][C:11]([OH:13])=[O:12])[CH:6]=[CH:7][CH:8]=1.O1CCOCC1.[C:22](OC([O-])=O)([O:24][C:25]([CH3:28])([CH3:27])[CH3:26])=[O:23].Cl>C(=O)([O-])O.[Na+].C(#N)C>[C:25]([O:24][C:22]([N:9]([C:5]1[CH:6]=[CH:7][CH:8]=[C:3]([C:2]([F:14])([F:15])[F:1])[CH:4]=1)[CH2:10][C:11]([OH:13])=[O:12])=[O:23])([CH3:28])([CH3:27])[CH3:26] |f:4.5|. Procedure details: 226 mg (1.03 mmol) of DL-[3-(trifluoromethyl)phenyl]-glycine are dissolved in 10 ml of an aqueous 5% sodium hydrogen carbonate solution and treated with 4 ml dioxan. 261 μl (1.13 mmol) of tert.-butyl dicarbonate are added and the mixture stirred overnight at RT. For the workup, the solution is carefully acidified to pH 2 with 1 N hydrochloric acid. The precipitated product is redissolved by addition of acetonitrile, and purified by preparative HPLC (Method 20). 135 mg (41% of theory) of the titl...